Dataset: the Open Reaction Database (ORD), a public repository of structured organic reaction records. Task: describe an organic reaction: reactants, conditions, products, and yield The reactants are COC(=O)c1ccc(Cc2noc(-c3cccc(C(F)(F)F)c3)n2)cc1, [Li+], C1CCOC1, [OH-], O. Yields the product O=C(O)c1ccc(Cc2noc(-c3cccc(C(F)(F)F)c3)n2)cc1. RXN SMILES: [F:1][C:2]([c:3]1[cH:4][c:5](-[c:9]2[n:10][c:11]([CH2:14][c:15]3[cH:16][cH:17][c:18]([C:19](=[O:20])[O:21][CH3:22])[cH:23][cH:24]3)[n:12][o:13]2)[cH:6][cH:7][cH:8]1)([F:25])[F:26].[Li+:27].[O:29]1[CH2:30][CH2:31][CH2:32][CH2:33]1.[OH-:28].[OH2:34]>>[F:1][C:2]([c:3]1[cH:4][c:5](-[c:9]2[n:10][c:11]([CH2:14][c:15]3[cH:16][cH:17][c:18]([C:19](=[O:20])[OH:21])[cH:23][cH:24]3)[n:12][o:13]2)[cH:6][cH:7][cH:8]1)([F:25])[F:26]. Reactants: ClC1=NC(=NC=C1C(F)(F)F)NC1=C(C=C(CP(OCC)(OCC)=O)C=C1)OC (diethyl (4-{[4-chloro-5-(trifluoromethyl)pyrimidin-2-yl]amino}-3-methoxybenzyl)phosphonate), NC1=CC=C(C=2CN(C(C12)=O)C)C(=O)O (7-amino-2-methyl-1-oxo-2,3-dihydro-1H-isoindole-4-carboxylic acid), ( 100 ). The product is C(C)OP(=O)(OCC)CC1=CC(=C(C=C1)NC1=NC=C(C(=N1)NC1=CC=C(C=2CN(C(C12)=O)C)C(=O)O)C(F)(F)F)OC (7-{[2-({4-[(Diethoxyphosphoryl)methyl]-2-methoxyphenyl}amino)-5-(trifluoromethyl)pyrimidin-4-yl]amino}-2-methyl-1-oxo-2,3-dihydro-1H-isoindole-4-carboxylic acid). RXN SMILES: Cl[C:2]1[C:7]([C:8]([F:11])([F:10])[F:9])=[CH:6][N:5]=[C:4]([NH:12][C:13]2[CH:27]=[CH:26][C:16]([CH2:17][P:18](=[O:25])([O:22][CH2:23][CH3:24])[O:19][CH2:20][CH3:21])=[CH:15][C:14]=2[O:28][CH3:29])[N:3]=1.[NH2:30][C:31]1[C:39]2[C:38](=[O:40])[N:37]([CH3:41])[CH2:36][C:35]=2[C:34]([C:42]([OH:44])=[O:43])=[CH:33][CH:32]=1>>[CH2:20]([O:19][P:18]([CH2:17][C:16]1[CH:26]=[CH:27][C:13]([NH:12][C:4]2[N:3]=[C:2]([NH:30][C:31]3[C:39]4[C:38](=[O:40])[N:37]([CH3:41])[CH2:36][C:35]=4[C:34]([C:42]([OH:44])=[O:43])=[CH:33][CH:32]=3)[C:7]([C:8]([F:11])([F:10])[F:9])=[CH:6][N:5]=2)=[C:14]([O:28][CH3:29])[CH:15]=1)([O:22][CH2:23][CH3:24])=[O:25])[CH3:21]. Procedure: The title compound was prepared using the procedure from Example 102 using diethyl (4-{[4-chloro-5-(trifluoromethyl)pyrimidin-2-yl]amino}-3-methoxybenzyl)phosphonate and Compound 128A. MS (ES+): m/z 624.19 (100) [MH+]; HPLC: tR=1.07 min (UPLC, purity). Reactants: C(CC1=CC=CC=C1)N (phenethylamine), ClC=1C2=C(N=C(N1)C1=CC=NO1)SC(=C2)[N+](=O)[O-] (4-chloro-2-(isoxazol-5-yl)-6-nitro-thieno-[2,3-d]-pyrimidine). The product is O1N=CC=C1C=1N=C(C2=C(N1)SC(=C2)[N+](=O)[O-])NCCC2=CC=CC=C2 (2-(isoxazol-5-yl)-4-phenethylamino-6-nitro-thieno-[2,3-d]-pyrimidine). RXN SMILES: [CH2:1]([NH2:9])[CH2:2][C:3]1[CH:8]=[CH:7][CH:6]=[CH:5][CH:4]=1.Cl[C:11]1[C:12]2[CH:24]=[C:23]([N+:25]([O-:27])=[O:26])[S:22][C:13]=2[N:14]=[C:15]([C:17]2[O:21][N:20]=[CH:19][CH:18]=2)[N:16]=1>>[O:21]1[C:17]([C:15]2[N:16]=[C:11]([NH:9][CH2:1][CH2:2][C:3]3[CH:8]=[CH:7][CH:6]=[CH:5][CH:4]=3)[C:12]3[CH:24]=[C:23]([N+:25]([O-:27])=[O:26])[S:22][C:13]=3[N:14]=2)=[CH:18][CH:19]=[N:20]1. Reported procedure: With the procedure of Example 1, the reaction of phenethylamine with 4-chloro-2-(isoxazol-5-yl)-6-nitro-thieno-[2,3-d]-pyrimidine yields 2-(isoxazol-5-yl)-4-phenethylamino-6-nitro-thieno-[2,3-d]-pyrimidine. Starting materials: NC=1C=C(C(=CC1)N)N (4-amino-benzene-1,2-diamine), N#CBr (CNBr). Conditions: temperature 60 celsius. Reported procedure: Alternate synthesis of a substituted 2-aminobenzimidazole. A mixture of 5-fluoro-2-nitro-phenylamine (1 mmol), an amine (2 mmol) in THF (20 mL) is heated at about 60° C. overnight. After cooling the mixture to room temperature, the reaction mixture is concentrated. The crude material is purified on a silica gel column to yield a 5-amino-2-nitro-phenylamine. The 5-amino-2-nitro-phenylamine (1.0 mmol) is dissolved in an ethyl acetate-methanol mixture (about 1:1, 10 mL) in a round-bottom flask. To ... Reaction SMILES: [NH2:1][C:2]1[CH:3]=[C:4]([NH2:9])[C:5]([NH2:8])=[CH:6][CH:7]=1.[N:10]#[C:11]Br>C(O)C>[NH2:1][C:2]1[CH:7]=[CH:6][C:5]2[NH:8][C:11]([NH2:10])=[N:9][C:4]=2[CH:3]=1. The product is NC1=CC2=C(NC(=N2)N)C=C1 (5-amino-1H-benzoimidazol-2-ylamine), hydrobromide salt. Run in C(C)O (ethanol). Reactants: C[N+](=O)[O-], O=C(O)C(F)(F)F, c1ccsc1, O=C(O)c1cccs1. Yields the product O=C(c1cccs1)c1cccs1. Reaction SMILES: [N+:21]([CH3:22])([O-:23])=[O:24].[OH:14][C:15]([C:16]([F:17])([F:18])[F:19])=[O:20].[cH:9]1[cH:10][cH:11][s:12][cH:13]1.[s:1]1[c:2]([C:6](=[O:7])[OH:8])[cH:3][cH:4][cH:5]1>>[s:1]1[c:2]([C:6](=[O:8])[c:11]2[cH:10][cH:9][cH:13][s:12]2)[cH:3][cH:4][cH:5]1. Starting materials: CS(C)=O, Fc1ccccc1-n1nnc2ccc(Cl)nc21, Nc1ccccc1F, [Na+], [OH-], O, O=C(O)CC(O)(CC(=O)O)C(=O)O. Yields the product Oc1ccc2nnn(-c3ccccc3F)c2n1. As a reaction SMILES: [CH3:41][S:42]([CH3:43])=[O:44].[F:1][c:2]1[c:3](-[n:8]2[n:9][n:10][c:11]3[c:12]2[n:13][c:14]([Cl:17])[cH:15][cH:16]3)[cH:4][cH:5][cH:6][cH:7]1.[NH2:18][c:19]1[c:20]([F:21])[cH:22][cH:23][cH:24][cH:25]1.[Na+:27].[OH-:26].[OH2:45].[OH:28][C:29]([CH2:30][C:31]([C:32](=[O:33])[OH:34])([CH2:35][C:36](=[O:37])[OH:38])[OH:39])=[O:40]>>[F:1][c:2]1[c:3](-[n:8]2[n:9][n:10][c:11]3[c:12]2[n:13][c:14]([OH:28])[cH:15][cH:16]3)[cH:4][cH:5][cH:6][cH:7]1. Reactants: FC1=CC=C(C=C1)NC(=O)C=1C=NC(=NC1)OCC(=O)O ([5-(4-fluorophenylcarbamoyl)pyrimidin-2-yloxy]acetic acid), CC(CCO)(C)C (3,3-dimethylbutanol). The product is CC(CCOC(COC1=NC=C(C=N1)C(NC1=CC=C(C=C1)F)=O)=O)(C)C ([5-(4-Fluorophenylcarbamoyl)pyrimidin-2-yloxy]acetic acid 3,3-dimethyl-butyl ester). The yield is 85.0%. Reaction SMILES: [F:1][C:2]1[CH:7]=[CH:6][C:5]([NH:8][C:9]([C:11]2[CH:12]=[N:13][C:14]([O:17][CH2:18][C:19]([OH:21])=[O:20])=[N:15][CH:16]=2)=[O:10])=[CH:4][CH:3]=1.[CH3:22][C:23]([CH3:28])([CH3:27])[CH2:24][CH2:25]O>>[CH3:22][C:23]([CH3:28])([CH3:27])[CH2:24][CH2:25][O:20][C:19](=[O:21])[CH2:18][O:17][C:14]1[N:13]=[CH:12][C:11]([C:9](=[O:10])[NH:8][C:5]2[CH:4]=[CH:3][C:2]([F:1])=[CH:7][CH:6]=2)=[CH:16][N:15]=1. Reported procedure: The titled compound was prepared from [5-(4-fluorophenylcarbamoyl)pyrimidin-2-yloxy]acetic acid using 3,3-dimethylbutanol (26 mg, 0.26 mmol) as the coupling partner. Concentration (no chromatography) yielded 54 mg (85%) of the titled compound. ESI-MS m/z 376 (MH+), 374 (M−H−). Starting materials: BrBr (Bromine), FC1=CC=CC=C1 (Fluorobenzene), FC1=CC=C(C=C1)C(CC1=CC=CC=C1)=O (1-(4-Fluorophenyl)-2-phenyl ethanone), BrBr (bromine), C1(=CC=CC=C1)C(=O)CC1=CC=CC=C1 (deoxy benzoin), S(=O)([O-])[O-].[Na+].[Na+] (sodium sulphite), ice, Cl (hydrochloric acid), [Cl-].[Al+3].[Cl-].[Cl-] (aluminum chloride), C1(=CC=CC=C1)CC(=O)Cl (Phenyl acetyl chloride), BrBr (bromine). The solvent is C(Cl)Cl (methylene chloride), O (water), C(Cl)Cl (methylene chloride). Reaction conditions: temperature 0 celsius. The product is BrC(C(=O)C1=CC=C(C=C1)F)C1=CC=CC=C1 (2-Bromo-1-(4-fluorophenyl)-2-phenylethanone). RXN SMILES: FC1C=CC=CC=1.[Cl-].[Al+3].[Cl-].[Cl-].C1(CC(Cl)=O)C=CC=CC=1.[F:22][C:23]1[CH:28]=[CH:27][C:26]([C:29](=[O:37])[CH2:30][C:31]2[CH:36]=[CH:35][CH:34]=[CH:33][CH:32]=2)=[CH:25][CH:24]=1.C1(C(CC2C=CC=CC=2)=O)C=CC=CC=1.Cl.[Br:54]Br.S([O-])([O-])=O.[Na+].[Na+]>C(Cl)Cl.O>[Br:54][CH:30]([C:31]1[CH:32]=[CH:33][CH:34]=[CH:35][CH:36]=1)[C:29]([C:26]1[CH:25]=[CH:24][C:23]([F:22])=[CH:28][CH:27]=1)=[O:37] |f:1.2.3.4,10.11.12|. Procedure details: Fluorobenzene (100 g, 1.04 mol) is taken in a clean and dry 4 necked RB flask equipped with mechanical stirring rod, pressure equalization funnel, N2 inlet and a CaCl2 guard tube. The contents of the flask are cooled to 0° C. in an ice bath under a stream of N2 gas. 103 g (1.54 mol) of powdered aluminum chloride are added into the flask under stirring. The contents of the flask are further cooled to −10° C. by adding common salt to ice bath. Phenyl acetyl chloride (110.75 g, 1.43 mol) is placed ... Starting materials: C1CCOC1, CCOCC, CN(N=O)C(=N)N[N+](=O)[O-], [Na+], [OH-], O=C(O)c1ccc2ncsc2c1. Product: COC(=O)c1ccc2ncsc2c1. As a reaction SMILES: [CH2:30]1[O:31][CH2:32][CH2:33][CH2:34]1.[CH3:11][CH2:12][O:13][CH2:14][CH3:15].[CH3:1][N:2]([C:3]([NH:4][N+:5](=[O:6])[O-:7])=[NH:8])[N:9]=[O:10].[Na+:17].[OH-:16].[s:18]1[cH:19][n:20][c:21]2[c:22]1[cH:23][c:24]([C:27](=[O:28])[OH:29])[cH:25][cH:26]2>>[CH3:1][O:28][C:27]([c:24]1[cH:23][c:22]2[s:18][cH:19][n:20][c:21]2[cH:26][cH:25]1)=[O:29]. Starting materials: CN(C)CCO, O=C(Cn1c(=O)ccc2cc(C(F)(F)F)ccc21)Nc1scc(Cl)c1-c1nc[nH]n1. Yields the product CN(C)CCn1cnc(-c2c(Cl)csc2NC(=O)Cn2c(=O)ccc3cc(C(F)(F)F)ccc32)n1. Reaction SMILES: [CH3:31][N:32]([CH3:33])[CH2:34][CH2:35][OH:36].[Cl:1][c:2]1[c:3](-[c:26]2[n:27][nH:28][cH:29][n:30]2)[c:4]([NH:7][C:8]([CH2:9][n:10]2[c:11](=[O:24])[cH:12][cH:13][c:14]3[cH:15][c:16]([C:20]([F:21])([F:22])[F:23])[cH:17][cH:18][c:19]23)=[O:25])[s:5][cH:6]1>>[Cl:1][c:2]1[c:3](-[c:26]2[n:27][n:28]([CH2:35][CH2:34][N:32]([CH3:31])[CH3:33])[cH:29][n:30]2)[c:4]([NH:7][C:8]([CH2:9][n:10]2[c:11](=[O:24])[cH:12][cH:13][c:14]3[cH:15][c:16]([C:20]([F:21])([F:22])[F:23])[cH:17][cH:18][c:19]23)=[O:25])[s:5][cH:6]1.